Dataset: the Open Reaction Database (ORD), a public repository of structured organic reaction records. Task: describe an organic reaction: reactants, conditions, products, and yield Reactants: [Al+3].[Cl-].[Cl-].[Cl-] (AlCl3), CC1C(C(C=2SC=CC21)=O)C (4,5-dimethyl-4,5-dihydro-6H-cyclopenta[b]thiophen-6-one), ice, BrBr (bromine), Cl (HCl). Reported procedure: To a suspension of 29.3 g (220 mmol) of AlCl3 in 40 ml of chloroform a solution of 16.4 g (100 mmol) of 4,5-dimethyl-4,5-dihydro-6H-cyclopenta[b]thiophen-6-one in 15 ml of chloroform was added while vigorously stirring for 30 min at 0° C. This mixture was stirred for 15 min; then, a solution of 5.48 ml (17.1 g, 107 mmol) of bromine in 10 ml of chloroform was added dropwise over 1 h at 0° C. The resulting mixture was stirred for 1.5 h at room temperature and then poured on 200 cm3 of ice. The mix... Reaction SMILES: [Al+3].[Cl-].[Cl-].[Cl-].[CH3:5][CH:6]1[C:13]2[CH:12]=[CH:11][S:10][C:9]=2[C:8](=[O:14])[CH:7]1[CH3:15].[Br:16]Br.Cl>C(Cl)(Cl)Cl>[Br:16][C:12]1[C:13]2[CH:6]([CH3:5])[CH:7]([CH3:15])[C:8](=[O:14])[C:9]=2[S:10][CH:11]=1 |f:0.1.2.3|. Product: BrC=1C2=C(SC1)C(C(C2C)C)=O (3-Bromo-4,5-dimethyl-4,5-dihydro-6H-cyclopenta[b]thiophen-6-one). Solvent: C(Cl)(Cl)Cl (chloroform), C(Cl)(Cl)Cl (chloroform), C(Cl)(Cl)Cl (chloroform). Run at temperature 0 celsius, time 30 minute. Starting materials: ClCCl, CN(C)C=O, O=C(Cl)C(=O)Cl, O=C(O)c1ccc(OCCCCc2ccccc2)cc1. The product is O=C(Cl)c1ccc(OCCCCc2ccccc2)cc1. Reaction SMILES: [CH2:26]([Cl:27])[Cl:28].[CH3:1][N:2]([CH3:3])[CH:4]=[O:5].[Cl:29][C:30]([C:31]([Cl:32])=[O:33])=[O:34].[c:6]1([CH2:12][CH2:13][CH2:14][CH2:15][O:16][c:17]2[cH:18][cH:19][c:20]([C:21](=[O:22])[OH:23])[cH:24][cH:25]2)[cH:7][cH:8][cH:9][cH:10][cH:11]1>>[c:6]1([CH2:12][CH2:13][CH2:14][CH2:15][O:16][c:17]2[cH:18][cH:19][c:20]([C:21](=[O:22])[Cl:27])[cH:24][cH:25]2)[cH:7][cH:8][cH:9][cH:10][cH:11]1. Reactants: FC(CN=C(NC1=NC(=NC=C1)S(=O)C)N)(F)F (4-[2-(2,2,2-trifluoroethyl)guanidino]-2-methylsulphinylpyrimidine), NCCCN (1,3-diaminopropane). Product: FC(CN=C(NC1=NC(=NC=C1)NCCCN)N)(F)F (4-[2-(2,2,2-trifluoroethyl)guanidino]-2-(3-aminopropylamino)pyrimidine). As a reaction SMILES: [F:1][C:2]([F:18])([F:17])[CH2:3][N:4]=[C:5]([NH2:16])[NH:6][C:7]1[CH:12]=[CH:11][N:10]=[C:9](S(C)=O)[N:8]=1.[NH2:19][CH2:20][CH2:21][CH2:22][NH2:23]>>[F:1][C:2]([F:18])([F:17])[CH2:3][N:4]=[C:5]([NH2:16])[NH:6][C:7]1[CH:12]=[CH:11][N:10]=[C:9]([NH:19][CH2:20][CH2:21][CH2:22][NH2:23])[N:8]=1. Procedure: A mixture of 4-[2-(2,2,2-trifluoroethyl)guanidino]-2-methylsulphinylpyrimidine (0.3 g.) and 1,3-diaminopropane (1 ml.) was heated to 90° for 3 hours. The mixture was evaporated to dryness and the residue taken up in 2N aqueous acetic acid. The solution was washed with ether, basified with 17N NaOH and the mixture extracted five times with ether. The combined ether extracts were dried and evaporated to dryness to give 4-[2-(2,2,2-trifluoroethyl)guanidino]-2-(3-aminopropylamino)pyrimidine (0.27 g.... The reactants are O=[N+]([O-])c1cnc(Cl)c(Br)c1, C1CCOC1, COCCO, [H-], [Na+]. The product is COCCOc1ncc([N+](=O)[O-])cc1Br. RXN SMILES: [Br:8][c:9]1[c:10]([Cl:18])[n:11][cH:12][c:13]([N+:15](=[O:16])[O-:17])[cH:14]1.[CH2:19]1[O:20][CH2:21][CH2:22][CH2:23]1.[CH3:1][O:2][CH2:3][CH2:4][OH:5].[H-:6].[Na+:7]>>[CH3:1][O:2][CH2:3][CH2:4][O:5][c:10]1[c:9]([Br:8])[cH:14][c:13]([N+:15](=[O:16])[O-:17])[cH:12][n:11]1.